This data is from the Open Reaction Database (ORD), a public repository of structured organic reaction records. The task is: describe an organic reaction: reactants, conditions, products, and yield Starting materials: C(C)(C)(C)OC(N[C@@](CCC1=CC(=C(C(=C1)Cl)OCCCCC)Cl)(C)COP(=O)(OC(C)(C)C)OC(C)(C)C)=O ([(R)-1-(Di-tert-butoxy-phosphoryloxymethyl)-3-(3,5-dichloro-4-pentyloxy-phenyl)-1-methyl-propyl]-carbamic acid tert-butyl ester). Solvent: C(C)(=O)O (acetic acid), Cl (HCl). Reaction conditions: time 4 hour. The product is N[C@@](COP(O)(O)=O)(CCC1=CC(=C(C(=C1)Cl)OCCCCC)Cl)C (Phosphoric acid mono-[(R)-2-amino-4-(3,5-dichloro-4-pentyloxy-phenyl)-2-methyl-butyl]ester). As a reaction SMILES: C(OC(=O)[NH:7][C@:8]([CH2:26][O:27][P:28]([O:35]C(C)(C)C)([O:30]C(C)(C)C)=[O:29])([CH3:25])[CH2:9][CH2:10][C:11]1[CH:16]=[C:15]([Cl:17])[C:14]([O:18][CH2:19][CH2:20][CH2:21][CH2:22][CH3:23])=[C:13]([Cl:24])[CH:12]=1)(C)(C)C>C(O)(=O)C.Cl>[NH2:7][C@:8]([CH3:25])([CH2:9][CH2:10][C:11]1[CH:16]=[C:15]([Cl:17])[C:14]([O:18][CH2:19][CH2:20][CH2:21][CH2:22][CH3:23])=[C:13]([Cl:24])[CH:12]=1)[CH2:26][O:27][P:28](=[O:29])([OH:35])[OH:30]. Reported procedure: A solution of [(R)-1-(Di-tert-butoxy-phosphoryloxymethyl)-3-(3,5-dichloro-4-pentyloxy-phenyl)-1-methyl-propyl]-carbamic acid tert-butyl ester (43 mg, 0.07 mmol) in acetic acid (0.4 ml) and conc. HCl (0.042 ml) is left standing at RT for 4 h. After evaporation of the solvent, the oily residue is treated with Et2O to yield the title compound as a white precipitate which is filtered off. MS (ESI−): m/z =413/415 (M−H−). Starting materials: BrCc1ccccc1, CC(C)=O, [K+], [K+], O=C([O-])[O-], COC(=O)c1sccc1O. Product: COC(=O)c1sccc1OCc1ccccc1. Reaction SMILES: [Br:11][CH2:12][c:13]1[cH:14][cH:15][cH:16][cH:17][cH:18]1.[CH3:25][C:26](=[O:27])[CH3:28].[K+:19].[K+:20].[O-:21][C:22]([O-:23])=[O:24].[OH:1][c:2]1[c:3]([C:7](=[O:8])[O:9][CH3:10])[s:4][cH:5][cH:6]1>>[O:1]([c:2]1[c:3]([C:7](=[O:8])[O:9][CH3:10])[s:4][cH:5][cH:6]1)[CH2:12][c:13]1[cH:14][cH:15][cH:16][cH:17][cH:18]1. Reactants: [C@H]12[C@H](NC[C@@H]2CCC1)CNC(=O)C1=CN=C2SC=CN21 (imidazo[2,1-b]thiazole-5-carboxylic acid-[(1S,2S,5R)-3-aza-bicyclo[3.3.0]oct-2-ylmethyl]-amide), CC=1SC(=C(N1)C(=O)O)C=1C=C(C=CC1)C (2-methyl-5-m-tolyl-thiazole-4-carboxylic acid). Product: CC=1SC(=C(N1)C(=O)N1[C@@H]([C@H]2CCC[C@H]2C1)CNC(=O)C1=CN=C2SC=CN21)C=2C=C(C=CC2)C (Imidazo[2,1-b]thiazole-5-carboxylic acid-(1S,2S,5R)-[3-(2-methyl-5-m-tolyl-thiazole-4-carbonyl)-3-aza-bicyclo[3.3.0]oct-2-ylmethyl]-amide). RXN SMILES: [C@H:1]12[CH2:8][CH2:7][CH2:6][C@H:5]1[CH2:4][NH:3][C@@H:2]2[CH2:9][NH:10][C:11]([C:13]1[N:20]2[C:16]([S:17][CH:18]=[CH:19]2)=[N:15][CH:14]=1)=[O:12].[CH3:21][C:22]1[S:23][C:24]([C:30]2[CH:31]=[C:32]([CH3:36])[CH:33]=[CH:34][CH:35]=2)=[C:25]([C:27](O)=[O:28])[N:26]=1>>[CH3:21][C:22]1[S:23][C:24]([C:30]2[CH:31]=[C:32]([CH3:36])[CH:33]=[CH:34][CH:35]=2)=[C:25]([C:27]([N:3]2[CH2:4][C@H:5]3[C@H:1]([CH2:8][CH2:7][CH2:6]3)[C@H:2]2[CH2:9][NH:10][C:11]([C:13]2[N:20]3[C:16]([S:17][CH:18]=[CH:19]3)=[N:15][CH:14]=2)=[O:12])=[O:28])[N:26]=1. Procedure details: prepared by reaction of imidazo[2,1-b]thiazole-5-carboxylic acid-[(1S,2S,5R)-3-aza-bicyclo[3.3.0]oct-2-ylmethyl]-amide with 2-methyl-5-m-tolyl-thiazole-4-carboxylic acid.